This data is from the Open Reaction Database (ORD), a public repository of structured organic reaction records. The task is: describe an organic reaction: reactants, conditions, products, and yield Starting materials: CCN(CC)C(=O)n1cnc([SH](Br)C(F)F)n1, CN(C)C=O, O=C[O-], [NH4+], [NH4+], [NH4+], O, O=S(=O)([O-])OOS(=O)(=O)[O-]. Product: CCN(CC)C(=O)n1cnc(SC(F)F)n1. Reaction SMILES: [Br:1][SH:2]([CH:3]([F:4])[F:5])[c:6]1[n:7][n:8]([C:11]([N:12]([CH2:13][CH3:14])[CH2:15][CH3:16])=[O:17])[cH:9][n:10]1.[CH3:34][N:35]([CH3:36])[CH:37]=[O:38].[CH:18]([O-:19])=[O:20].[NH4+:21].[NH4+:32].[NH4+:33].[OH2:39].[S:22]([O:23][O:24][S:25]([O-:26])(=[O:27])=[O:28])([O-:29])(=[O:30])=[O:31]>>[S:2]([CH:3]([F:4])[F:5])[c:6]1[n:7][n:8]([C:11]([N:12]([CH2:13][CH3:14])[CH2:15][CH3:16])=[O:17])[cH:9][n:10]1. Reactants: Brc1ccc(Br)s1, [Li]CCCC, C1CCOC1, O, O=Cc1ccc2occc2c1. The product is OC(c1ccc2occc2c1)c1ccc(Br)s1. Reaction SMILES: [Br:1][c:2]1[s:3][c:4]([Br:7])[cH:5][cH:6]1.[CH2:8]([Li:9])[CH2:10][CH2:11][CH3:12].[O:25]1[CH2:26][CH2:27][CH2:28][CH2:29]1.[OH2:24].[o:13]1[cH:14][cH:15][c:16]2[c:17]1[cH:18][cH:19][c:20]([CH:22]=[O:23])[cH:21]2>>[Br:1][c:2]1[s:3][c:4]([CH:22]([c:20]2[cH:19][cH:18][c:17]3[o:13][cH:14][cH:15][c:16]3[cH:21]2)[OH:23])[cH:5][cH:6]1. Reactants: P(=O)(Cl)(Cl)Cl (phosphorus oxychloride), S1C=2N(C=C1)C=NC2 (imidazo[5,1-b]thiazole), CN(C)C=O (DMF), [OH-].[Na+] (sodium hydroxide). Solvent: ClCCl (dichloromethane), ClC (chloromethane), ClCCl (dichloromethane). Yields the product C(=O)C1=NC=C2SC=CN21 (5-formylimidazo[5,1-b]thiazole). RXN SMILES: CN([CH:4]=[O:5])C.P(Cl)(Cl)(Cl)=O.[S:11]1[CH:15]=[CH:14][N:13]2[CH:16]=[N:17][CH:18]=[C:12]12.[OH-].[Na+]>ClCCl.ClC>[CH:4]([C:16]1[N:13]2[C:12]([S:11][CH:15]=[CH:14]2)=[CH:18][N:17]=1)=[O:5] |f:3.4|. Procedure: To the mixture of 15.48 ml of DMF and 80 ml of dichloromethane was added dropwise a solution of 18.32 ml of phosphorus oxychloride in 80 ml of dichloromethane under ice-cooling. The mixture was reacted at room temperature for 30 minutes, and a solution of imidazo[5,1-b]thiazole in 40 ml of chloromethane was added dropwise. After heating under reflux for 2.5 hours, the reaction mixture was poured onto ice, adjusted to pH 9.8 with a 5 N aqueous sodium hydroxide solution, extracted five times with ... Reactants: [BH4-], O=Cc1cncc(Br)c1, CCS(N)(=O)=O, Cc1ccccc1, CC(C)[O-], CC(C)[O-], CC(C)[O-], CC(C)[O-], CO, [Na+], O, [Ti+4]. The product is CCS(=O)(=O)NCc1cncc(Br)c1. RXN SMILES: [BH4-:23].[Br:1][c:2]1[cH:3][n:4][cH:5][c:6]([CH:7]=[O:8])[cH:9]1.[CH2:10]([CH3:11])[S:12](=[O:13])(=[O:14])[NH2:15].[CH3:16][c:17]1[cH:18][cH:19][cH:20][cH:21][cH:22]1.[CH3:25][CH:26]([CH3:27])[O-:28].[CH3:30][CH:31]([CH3:32])[O-:33].[CH3:34][CH:35]([CH3:36])[O-:37].[CH3:38][CH:39]([CH3:40])[O-:41].[CH3:43][OH:44].[Na+:24].[OH2:42].[Ti+4:29]>>[Br:1][c:2]1[cH:3][n:4][cH:5][c:6]([CH2:7][NH:15][S:12]([CH2:10][CH3:11])(=[O:13])=[O:14])[cH:9]1. Starting materials: FC(C(=O)O)(C=1C=C2C=C(C=NC2=CC1)OC)F (2,2-difluoro-2-(3-methoxyquinolin-6-yl)acetic acid), ClC=1C=C(C(=NC1)NN)F (1-(5-chloro-3-fluoropyridin-2-yl)hydrazine). Product: ClC=1C=C(C(=NC1)NNC(C(C=1C=C2C=C(C=NC2=CC1)OC)(F)F)=O)F (N′-(5-chloro-3-fluoropyridin-2-yl)-2,2-difluoro-2-(3-methoxyquinolin-6-yl)acetohydrazide). Reaction SMILES: [F:1][C:2]([F:18])([C:6]1[CH:7]=[C:8]2[C:13](=[CH:14][CH:15]=1)[N:12]=[CH:11][C:10]([O:16][CH3:17])=[CH:9]2)[C:3]([OH:5])=O.[Cl:19][C:20]1[CH:21]=[C:22]([F:28])[C:23]([NH:26][NH2:27])=[N:24][CH:25]=1>>[Cl:19][C:20]1[CH:21]=[C:22]([F:28])[C:23]([NH:26][NH:27][C:3](=[O:5])[C:2]([F:1])([F:18])[C:6]2[CH:7]=[C:8]3[C:13](=[CH:14][CH:15]=2)[N:12]=[CH:11][C:10]([O:16][CH3:17])=[CH:9]3)=[N:24][CH:25]=1. Procedure details: This compound was assembled from 2,2-difluoro-2-(3-methoxyquinolin-6-yl)acetic acid and 1-(5-chloro-3-fluoropyridin-2-yl)hydrazine according to General Method I. LRMS (ESI) ml: calcd for C17H13ClF3N4O2S (M+H) 397.1. found 397.2. Starting materials: COC(=O)C=1C=C2CCN(C(C2=CC1)=O)C1=CC(=C(C=C1)N1C[C@@H](CC1)N(C)C)F (2-[4-((R)-3-dimethylaminopyrrolidin-1-yl)-3-fluorophenyl]-1-oxo-1,2,3,4-tetrahydroisoquinoline-6-carboxylic acid methyl ester), [OH-].[Na+] (sodium hydroxide), CO (methanol). The solvent is O (water). Product: CN([C@H]1CN(CC1)C1=C(C=C(C=C1)N1C(C2=CC=C(C=C2CC1)C(=O)O)=O)F)C (2-[4-((R)-3-Dimethylaminopyrrolidin-1-yl)-3-fluorophenyl]-1-oxo-1,2,3,4-tetrahydroisoquinoline-6-carboxylic acid). Reaction SMILES: C[O:2][C:3]([C:5]1[CH:6]=[C:7]2[C:12](=[CH:13][CH:14]=1)[C:11](=[O:15])[N:10]([C:16]1[CH:21]=[CH:20][C:19]([N:22]3[CH2:26][CH2:25][C@@H:24]([N:27]([CH3:29])[CH3:28])[CH2:23]3)=[C:18]([F:30])[CH:17]=1)[CH2:9][CH2:8]2)=[O:4].[OH-].[Na+].CO>O>[CH3:28][N:27]([CH3:29])[C@@H:24]1[CH2:25][CH2:26][N:22]([C:19]2[CH:20]=[CH:21][C:16]([N:10]3[CH2:9][CH2:8][C:7]4[C:12](=[CH:13][CH:14]=[C:5]([C:3]([OH:4])=[O:2])[CH:6]=4)[C:11]3=[O:15])=[CH:17][C:18]=2[F:30])[CH2:23]1 |f:1.2|. Procedure: A mixture of 2-[4-((R)-3-dimethylaminopyrrolidin-1-yl)-3-fluorophenyl]-1-oxo-1,2,3,4-tetrahydroisoquinoline-6-carboxylic acid methyl ester (0.80 g), sodium hydroxide (78 mg), methanol (20 mL) and water (10 mL) was boiled under reflux for 2 hours and then concentrated. The product with the molecular weight of 397.45 (C22H24FN3O3) was obtained in this way; MS (ESI): 398 (M+H+). Reactants: O1[C@H]2[C@@H]1C[C@@H]1CC[C@H]3[C@@H]4CC[C@H](C(C)=O)[C@]4(CC([C@@H]3[C@]1(C2)C)=O)C (2α, 3α-Epoxy-5α-pregnane-11,20-dione), Br (hydrobromic acid). The solvent is C(Cl)(Cl)Cl (chloroform), C(Cl)(Cl)Cl (chloroform). Reaction conditions: time 30 minute. Yields the product Br[C@@H]1[C@H](C[C@@H]2CC[C@H]3[C@@H]4CC[C@H](C(C)=O)[C@]4(CC([C@@H]3[C@]2(C1)C)=O)C)O (2β-bromo-3α-hydroxy-5α-pregnane-11,20-dione). As a reaction SMILES: [O:1]1[C@H:3]2[CH2:4][C@H:5]3[C@:20]([CH3:22])([CH2:21][C@@H:2]12)[C@@H:19]1[C@H:8]([C@H:9]2[C@:16]([CH3:24])([CH2:17][C:18]1=[O:23])[C@@H:12]([C:13](=[O:15])[CH3:14])[CH2:11][CH2:10]2)[CH2:7][CH2:6]3.[BrH:25]>C(Cl)(Cl)Cl>[Br:25][C@H:2]1[CH2:21][C@@:20]2([CH3:22])[C@@H:5]([CH2:6][CH2:7][C@@H:8]3[C@@H:19]2[C:18](=[O:23])[CH2:17][C@@:16]2([CH3:24])[C@H:9]3[CH2:10][CH2:11][C@@H:12]2[C:13](=[O:15])[CH3:14])[CH2:4][C@@H:3]1[OH:1]. Reported procedure: 2α, 3α-Epoxy-5α-pregnane-11,20-dione (502 mg) was dissolved in chloroform (30 ml.) and the solution was treated with hydrobromic acid (48 %, 10 ml.). The mixture was stirred vigorously at room temperature for 30 minutes, and then poured into chloroform. The organic solution was washed with dilute sodium bicarbonate solution, then with water, and was then dried over sodium sulphate and evaporated to give a crystalline residue which was recrystallised from acetone-ether to give 2β-bromo-3α-hydroxy... Starting materials: CC(=O)CN1C(=O)c2ccc3ccccc3c2S1(=O)=O, CCO, Cl, [Na]. Product: CC(=O)C1=C(O)c2ccc3ccccc3c2S(=O)(=O)N1. Reaction SMILES: [CH2:1]([C:2](=[O:3])[CH3:4])[N:5]1[S:6](=[O:19])(=[O:20])[c:7]2[c:8]([cH:11][cH:12][c:13]3[cH:14][cH:15][cH:16][cH:17][c:18]23)[C:9]1=[O:10].[CH3:23][CH2:24][OH:25].[ClH:22].[Na:21]>>[C:1]1([C:2](=[O:3])[CH3:4])=[C:9]([OH:10])[c:8]2[c:7]([c:18]3[c:13]([cH:12][cH:11]2)[cH:14][cH:15][cH:16][cH:17]3)[S:6](=[O:19])(=[O:20])[NH:5]1.